Task: describe an organic reaction: reactants, conditions, products, and yield. Dataset: the Open Reaction Database (ORD), a public repository of structured organic reaction records Starting materials: C(C(=O)Cl)(=O)Cl (oxalyl chloride), C[Si](ON)(C)C (O-trimethylsilylhydroxylamine), COC=1C=C(C=CC1OC)SC(CC(=O)O)CC1=CC=CC=C1 (3-(3,4-dimethoxyphenylsulfanyl)-4-phenylbutanoic acid), CN(C)C=O (DMF), solution. Solvent: C(Cl)Cl (CH2Cl2), C(Cl)Cl (CH2Cl2). Run at temperature 25 celsius, time 3 hour. Product: ONC(CC(CC1=CC=CC=C1)SC1=CC(=C(C=C1)OC)OC)=O (N-hydroxy-3-(3,4-dimethoxyphenylsulfanyl)-4-phenylbutyramide). RXN SMILES: [CH3:1][O:2][C:3]1[CH:4]=[C:5]([S:11][CH:12]([CH2:17][C:18]2[CH:23]=[CH:22][CH:21]=[CH:20][CH:19]=2)[CH2:13][C:14](O)=[O:15])[CH:6]=[CH:7][C:8]=1[O:9][CH3:10].CN(C=O)C.C(Cl)(=O)C(Cl)=O.C[Si](C)(C)[O:37][NH2:38]>C(Cl)Cl>[OH:37][NH:38][C:14](=[O:15])[CH2:13][CH:12]([S:11][C:5]1[CH:6]=[CH:7][C:8]([O:9][CH3:10])=[C:3]([O:2][CH3:1])[CH:4]=1)[CH2:17][C:18]1[CH:23]=[CH:22][CH:21]=[CH:20][CH:19]=1. Procedure details: To a solution of 2 g (6.02 mmol) of 3-(3,4-dimethoxyphenylsulfanyl)-4-phenylbutanoic acid in 50 mL of CH2Cl2 at 25° C. under argon is added 0.2 mL of DMF followed by 6.02 mL (12.03 mmol, 2 eq) of 2 M solution of oxalyl chloride in CH2Cl2. After stirring at 25° C. for 3 hours, the mixture is cooled to 0° C. and 3.7 mL (30.08 mmol, 5 eq) of O-trimethylsilylhydroxylamine is added. This mixture is then stirred at 25° C. for 18 hours. The reaction is partitioned between CH2Cl2 and 1 N HCl. The organi...